Dataset: the Open Reaction Database (ORD), a public repository of structured organic reaction records. Task: describe an organic reaction: reactants, conditions, products, and yield Starting materials: C(C)(C)(C)OC(N(CCC1=CC(=CC=C1)C#C[Si](C)(C)C)CC1=CC=C(C=C1)C(C)(C)C)=O ((4-tert-butyl-benzyl)-[2-(3-trimethylsilanylethynyl-phenyl)-ethyl]-carbamic acid tert-butyl ester), solution, CCCC[N+](CCCC)(CCCC)CCCC.[F-] (TBAF). The solvent is [Cl-].[Na+].O (brine), C1CCOC1 (THF), C1CCOC1 (THF). Run at temperature 0 celsius, time 15 minute. Yields the product C(C)(C)(C)OC(N(CCC1=CC(=CC=C1)C#C)CC1=CC=C(C=C1)C(C)(C)C)=O ((4-tert-butyl-benzyl)-[2-(3-ethynyl-phenyl)-ethyl]-carbamic acid tert-butyl ester). The yield is 84.5%. As a reaction SMILES: [C:1]([O:5][C:6](=[O:33])[N:7]([CH2:22][C:23]1[CH:28]=[CH:27][C:26]([C:29]([CH3:32])([CH3:31])[CH3:30])=[CH:25][CH:24]=1)[CH2:8][CH2:9][C:10]1[CH:15]=[CH:14][CH:13]=[C:12]([C:16]#[C:17][Si](C)(C)C)[CH:11]=1)([CH3:4])([CH3:3])[CH3:2].CCCC[N+](CCCC)(CCCC)CCCC.[F-]>C1COCC1.[Cl-].[Na+].O>[C:1]([O:5][C:6](=[O:33])[N:7]([CH2:22][C:23]1[CH:28]=[CH:27][C:26]([C:29]([CH3:32])([CH3:31])[CH3:30])=[CH:25][CH:24]=1)[CH2:8][CH2:9][C:10]1[CH:15]=[CH:14][CH:13]=[C:12]([C:16]#[CH:17])[CH:11]=1)([CH3:3])([CH3:4])[CH3:2] |f:1.2,4.5.6|. Procedure: To a solution of (4-tert-butyl-benzyl)-[2-(3-trimethylsilanylethynyl-phenyl)-ethyl]-carbamic acid tert-butyl ester (440 mg, 0.949 mmol) in THF (7.6 ml) was added a 1 molar solution of TBAF in THF (949 μl, 0.949 mmol) at −78° C. After 15 min at −78° C. the solution was allowed to warm to 0° C. for 30 min. Then brine was added and the mixture was extracted with ether. The combined ether layers were dried (Na2SO4) and evaporated and the remaining residue was purified by chromatography (pentane/ethe... Starting materials: O=P(Cl)(Cl)Cl (POCl3), FC(C(=O)[O-])(F)F.C[NH2+]CC1=CC=C(C=C1)C=1N=CC=2N3C1CCC3NC(CC2)=O (N-Methyl[4-(6-oxo-6,7,8,9-tetrahydro-2,7,9b-triazabenzo[cd]azulen-1-yl)phenyl]methanaminium trifluoroacetate), C(#N)C1=CC=C(C=C1)C=1N=C2N(C(=CC=C2)C(=O)OC)C1 (Methyl 2-(4-cyanophenyl)imidazo[1,2-a]pyridine-5-carboxylate). Run in CN(C)C=O (DMF). Yields the product C(#N)C1=CC=C(C=C1)C=1N=C2N(C(=CC=C2)C(=O)OC)C1C=O (Methyl 2-(4-cyanophenyl)-3-formylimidazo[1,2-a]pyridine-5-carboxylate). Yield: 58.0%. As a reaction SMILES: O=P(Cl)(Cl)Cl.FC(F)(F)[C:8]([O-])=[O:9].C[NH2+]CC1C=CC(C2N=CC3N4C(NC(=O)CC=3)CCC=24)=CC=1.[C:36]([C:38]1[CH:43]=[CH:42][C:41]([C:44]2[N:45]=[C:46]3[CH:51]=[CH:50][CH:49]=[C:48]([C:52]([O:54][CH3:55])=[O:53])[N:47]3[CH:56]=2)=[CH:40][CH:39]=1)#[N:37]>CN(C=O)C>[C:36]([C:38]1[CH:43]=[CH:42][C:41]([C:44]2[N:45]=[C:46]3[CH:51]=[CH:50][CH:49]=[C:48]([C:52]([O:54][CH3:55])=[O:53])[N:47]3[C:56]=2[CH:8]=[O:9])=[CH:40][CH:39]=1)#[N:37] |f:1.2|. Procedure details: POCl3 (5.0 eq.) was added to a solution of Example 1, A2 in DMF (0.1 M) at RT. The reaction mixture was heated to reflux for 1 h. After cooling down, the reaction mixture was quenched by the addition of ice water, then, the aqueous phase was separated and extracted several times with DCM. The combined organic extracts were washed with brine and dried (Na2SO4). Evaporation of the solvent gave a residue which was purified by flash column on silica using a gradient of EtOAc/Petroleum ether from 40:... The product is C1=C(C=CC2=CC=CC=C12)NC=1C=C2CCCNC2=CC1 (N-2-naphthyl-1,2,3,4-tetrahydroquinolin-6-amine). Isolated yield 70.9%. The reactants are NC=1C=C2C=CC=NC2=CC1 (6-aminoquinoline), BrC1=CC2=CC=CC=C2C=C1 (2-bromonapthalene), CC(C)([O-])C.[Na+] (sodium tert-butoxide). Reported procedure: To a flask equipped with a magnetic stirrer, reflux condensor, and nitrogen inlet was added 6-aminoquinoline (6.69 grams, 46.4 mmoles), 2-bromonapthalene (9.15 grams, 44.2 mmoles), tris(dibenzylideneacetone)dipalladium (0) (0.80 grams, 0.87 mmoles), rac-2,2′-bis(diphenylphosphino)-1,1′-binapthyl (1.10 grams, 1.77 mmoles), sodium tert-butoxide (8.49 grams, 88.3 mmoles) and anhydrous toluene (90 mL). The contents of the flask were refluxed for five hours; cooled to room temperature; and filtered t... Run in C1(=CC=CC=C1)C (toluene). The reagents and catalysts are C=1C=CC(=CC1)/C=C/C(=O)/C=C/C2=CC=CC=C2.C=1C=CC(=CC1)/C=C/C(=O)/C=C/C2=CC=CC=C2.C=1C=CC(=CC1)/C=C/C(=O)/C=C/C2=CC=CC=C2.[Pd].[Pd] (tris(dibenzylideneacetone)dipalladium), C1(=CC=CC=C1)P(C1=C(C2=CC=CC=C2C=C1)C1=C(C=CC2=CC=CC=C12)P(C1=CC=CC=C1)C1=CC=CC=C1)C1=CC=CC=C1 (rac-2,2′-bis(diphenylphosphino)-1,1′-binapthyl). RXN SMILES: [NH2:1][C:2]1[CH:3]=[C:4]2[C:9](=[CH:10][CH:11]=1)[N:8]=[CH:7][CH:6]=[CH:5]2.Br[C:13]1[CH:22]=[CH:21][C:20]2[C:15](=[CH:16][CH:17]=[CH:18][CH:19]=2)[CH:14]=1.CC(C)([O-])C.[Na+]>C1C=CC(/C=C/C(/C=C/C2C=CC=CC=2)=O)=CC=1.C1C=CC(/C=C/C(/C=C/C2C=CC=CC=2)=O)=CC=1.C1C=CC(/C=C/C(/C=C/C2C=CC=CC=2)=O)=CC=1.[Pd].[Pd].C1(P(C2C=CC=CC=2)C2C=CC3C(=CC=CC=3)C=2C2C3C(=CC=CC=3)C=CC=2P(C2C=CC=CC=2)C2C=CC=CC=2)C=CC=CC=1.C1(C)C=CC=CC=1>[CH:19]1[C:20]2[C:15](=[CH:14][CH:13]=[CH:22][CH:21]=2)[CH:16]=[CH:17][C:18]=1[NH:1][C:2]1[CH:3]=[C:4]2[C:9](=[CH:10][CH:11]=1)[NH:8][CH2:7][CH2:6][CH2:5]2 |f:2.3,4.5.6.7.8|. Starting materials: C(C)OC(CCC=1C=C(C=CC1OC)C(CCCC(=O)O)=O)=O (3-(3-ethoxy-3-oxopropyl)-4-methoxy-δ-oxobenzenepentanoic acid), Cl.N1=CC=CC=C1 (pyridine hydrochloride). Run in O (water). Reaction conditions: temperature 240 celsius. The product is C(C)OC(CCCC(C1=CC(=C(C=C1)O)CCC(=O)OCC)=O)=O (3-(3-Ethoxy-3-oxopropyl)-4-hydroxy-δ-oxobenzenepentanoic Acid Ethyl Ester). The yield is 77.3%. As a reaction SMILES: [CH2:1]([O:3][C:4](=[O:23])[CH2:5][CH2:6][C:7]1[CH:8]=[C:9]([C:15](=[O:22])[CH2:16][CH2:17][CH2:18][C:19]([OH:21])=[O:20])[CH:10]=[CH:11][C:12]=1[O:13]C)[CH3:2].Cl.N1C=CC=[CH:27][CH:26]=1>O>[CH2:26]([O:21][C:19](=[O:20])[CH2:18][CH2:17][CH2:16][C:15](=[O:22])[C:9]1[CH:10]=[CH:11][C:12]([OH:13])=[C:7]([CH2:6][CH2:5][C:4]([O:3][CH2:1][CH3:2])=[O:23])[CH:8]=1)[CH3:27] |f:1.2|. Procedure details: A mixture of 1.61 g (5.0 mmol) of 3-(3-ethoxy-3-oxopropyl)-4-methoxy-δ-oxobenzenepentanoic acid and 11.56 g (0.1 mol) of pyridine hydrochloride was heated at ca. 240° C. for 1.33 hr. After being cooled to room temperature, the reaction mixture was treated with 100 mL of water and extracted twice with ether and once with ethyl acetate. The organic extracts were processed in the usual manner to give 1.30 g of a tan solid which was dissolved in 120 mL of ethanol. To this solution was slowly added 3...